This data is from the Open Reaction Database (ORD), a public repository of structured organic reaction records. The task is: describe an organic reaction: reactants, conditions, products, and yield Reactants: C([O-])([O-])=O.[Na+].[Na+] (sodium carbonate), FC(C(=O)O)(F)F (trifluoroacetic acid), C(CC)N1C(=CC=C1CC)CC1=CC(=CC=C1)N (1-propyl-2-(3'-aminobenzyl)-5-ethylpyrrole), [O-]C#N.[Na+] (sodium cyanate). The solvent is C(Cl)Cl (methylene chloride), C(Cl)Cl (methylene chloride), CO (methanol). The product is C(CC)N1C(=CC=C1CC)CC1=CC(=CC=C1)NC(=O)N (1-Propyl-2-(3'-ureidobenzyl)-5-ethylpyrrole). Yield: 74.5%. RXN SMILES: FC(F)(F)C(O)=O.[CH2:8]([N:11]1[C:15]([CH2:16][CH3:17])=[CH:14][CH:13]=[C:12]1[CH2:18][C:19]1[CH:24]=[CH:23][CH:22]=[C:21]([NH2:25])[CH:20]=1)[CH2:9][CH3:10].[O-:26][C:27]#[N:28].[Na+].C(=O)([O-])[O-].[Na+].[Na+]>C(Cl)Cl.CO>[CH2:8]([N:11]1[C:15]([CH2:16][CH3:17])=[CH:14][CH:13]=[C:12]1[CH2:18][C:19]1[CH:24]=[CH:23][CH:22]=[C:21]([NH:25][C:27]([NH2:28])=[O:26])[CH:20]=1)[CH2:9][CH3:10] |f:2.3,4.5.6|. Procedure: A solution of 3.5 ml (39 mmol) of trifluoroacetic acid in 200 ml of methylene chloride was added dropwise, over a 2 hour period and under nitrogen atmosphere, to a stirred suspension of 4.8 g (19 mmol) of 1-propyl-2-(3'-aminobenzyl)-5-ethylpyrrole and 2.58 g (39 mmol) of sodium cyanate in 400 ml of anhydrous methylene chloride and 90 ml of methanol. The reaction mixture was stirred at room temperature for 18 additional hours, 2 g (18 mmol) of sodium carbonate were added and the solvent evaporate...